Dataset: the Open Reaction Database (ORD), a public repository of structured organic reaction records. Task: describe an organic reaction: reactants, conditions, products, and yield Starting materials: [H-].[Na+] (NaH), FC(C1=CC=C2C=CN=C(C2=C1)NC(OCC1=CC=CC=C1)=O)(F)F (benzyl (7-(trifluoromethyl)isoquinolin-1-yl)carbamate), BrCC(=O)OC (methyl bromoacetate). Run in CN(C)C=O (DMF). Reaction conditions: time 30 minute. The product is C(C1=CC=CC=C1)OC(=O)N(CC(=O)OC)C1=NC=CC2=CC=C(C=C12)C(F)(F)F (Methyl 2-(((benzyloxy)carbonyl)(7-(trifluoromethyl)isoquinolin-1-yl)amino)acetate). As a reaction SMILES: [F:1][C:2]([F:25])([F:24])[C:3]1[CH:12]=[C:11]2[C:6]([CH:7]=[CH:8][N:9]=[C:10]2[NH:13][C:14](=[O:23])[O:15][CH2:16][C:17]2[CH:22]=[CH:21][CH:20]=[CH:19][CH:18]=2)=[CH:5][CH:4]=1.[H-].[Na+].Br[CH2:29][C:30]([O:32][CH3:33])=[O:31]>CN(C=O)C>[CH2:16]([O:15][C:14]([N:13]([C:10]1[C:11]2[C:6](=[CH:5][CH:4]=[C:3]([C:2]([F:24])([F:1])[F:25])[CH:12]=2)[CH:7]=[CH:8][N:9]=1)[CH2:29][C:30]([O:32][CH3:33])=[O:31])=[O:23])[C:17]1[CH:22]=[CH:21][CH:20]=[CH:19][CH:18]=1 |f:1.2|. Procedure details: A solution of benzyl (7-(trifluoromethyl)isoquinolin-1-yl)carbamate (212 mg, 0.61 mmol), from above step F in DMF (5 mL) was cooled in an ice bath and treated with NaH (27 mg, 0.67 mmol), and the mixture was stirred for 30 min and was treated with methyl bromoacetate (64 μL, 0.67 mmol). This solution was stirred and allowed to warm to room temperature over 18 h. The reaction was quenched with saturated NH4Cl and DMF was removed under vacuum. The residue was taken in EtOAc and washed with water, ... Reactants: Cl (hydrochloric acid), C(C)OC(=O)C=1C=C2C(CC(NC2=CC1)C1=C(C=CC(=C1)N1CCOCC1)CC)(C)C (2-(2-ethyl-5-morpholin-4-yl-phenyl)-4,4-dimethyl-1,2,3,4-tetrahydro-quinoline-6-carboxylic acid ethyl ester), [OH-].[Na+] (sodium hydroxide). Isolated yield 90.5%. Product: C(C)C1=C(C=C(C=C1)N1CCOCC1)C1NC2=CC=C(C=C2C(C1)(C)C)C(=O)O (2-(2-ethyl-5-morpholin-4-yl-phenyl)-4,4-dimethyl-1,2,3,4-tetrahydro-quinoline-6-carboxylic acid). Procedure: To a stirred mixture solution of 2-(2-ethyl-5-morpholin-4-yl-phenyl)-4,4-dimethyl-1,2,3,4-tetrahydro-quinoline-6-carboxylic acid ethyl ester (0.6 g, 1.4 mmol) in methanol (10 mL) and tetrahydrofuran (20 mL) was added 30% sodium hydroxide in water (10 mL). The reaction mixture was stirred at 60° C. for 12 h. The mixture was neutralized with a 3 N aqueous hydrochloric acid solution and extracted with ethyl acetate (2×100 mL), washed with water, dried over anhydrous sodium sulfate and then concentr... Reaction conditions: temperature 60 celsius, time 12 hour. Reaction SMILES: C([O:3][C:4]([C:6]1[CH:7]=[C:8]2[C:13](=[CH:14][CH:15]=1)[NH:12][CH:11]([C:16]1[CH:21]=[C:20]([N:22]3[CH2:27][CH2:26][O:25][CH2:24][CH2:23]3)[CH:19]=[CH:18][C:17]=1[CH2:28][CH3:29])[CH2:10][C:9]2([CH3:31])[CH3:30])=[O:5])C.[OH-].[Na+].Cl>CO.O1CCCC1.O>[CH2:28]([C:17]1[CH:18]=[CH:19][C:20]([N:22]2[CH2:27][CH2:26][O:25][CH2:24][CH2:23]2)=[CH:21][C:16]=1[CH:11]1[CH2:10][C:9]([CH3:31])([CH3:30])[C:8]2[C:13](=[CH:14][CH:15]=[C:6]([C:4]([OH:5])=[O:3])[CH:7]=2)[NH:12]1)[CH3:29] |f:1.2|. The solvent is CO (methanol), O1CCCC1 (tetrahydrofuran), O (water). Reactants: COC(\C=C\C=1C=C2C(CC3(CCN(CC3)C(=O)OC(C)(C)C)OC2=CC1)=O)=O ((E)-3-{1′-tert-butoxycarbonyl-4-oxo-spiro[chromane-2,4′-piperidine]-6-yl}-acrylic acid methyl ester), COC(\C=C\C=1C=C2C(CC3(CCN(CC3)C(=O)OC(C)(C)C)OC2=CC1)=O)=O ((E)-3-{1′-tert-butoxycarbonyl-4-oxo-spiro[chromane-2,4′-piperidine]-6-yl}-acrylic acid methyl ester), TEA, Cl.ClCC1=NC=CC=C1 (2-(chloromethyl)pyridine hydrochloride). Solvent: C(Cl)Cl (DCM). Conditions: time 48 hour. Product: COC(\C=C\C=1C=C2C(CC3(CCN(CC3)CC3=NC=CC=C3)OC2=CC1)=O)=O ((E)-3-{1′-(pyridin-2-ylmethyl)-4-oxo-spiro[chromane-2,4′-piperidine]-6-yl}-acrylic acid methyl ester). Isolated yield 78.8%. Reaction SMILES: [CH3:1][O:2][C:3](=[O:29])/[CH:4]=[CH:5]/[C:6]1[CH:7]=[C:8]2[C:25](=[CH:26][CH:27]=1)[O:24][C:11]1([CH2:16][CH2:15][N:14]([C:17](OC(C)(C)C)=O)[CH2:13][CH2:12]1)[CH2:10][C:9]2=[O:28].Cl.ClC[C:33]1[CH:38]=[CH:37][CH:36]=[CH:35][N:34]=1>C(Cl)Cl>[CH3:1][O:2][C:3](=[O:29])/[CH:4]=[CH:5]/[C:6]1[CH:7]=[C:8]2[C:25](=[CH:26][CH:27]=1)[O:24][C:11]1([CH2:12][CH2:13][N:14]([CH2:17][C:33]3[CH:38]=[CH:37][CH:36]=[CH:35][N:34]=3)[CH2:15][CH2:16]1)[CH2:10][C:9]2=[O:28] |f:1.2|. Procedure details: A suspension of (E)-3-{4-oxo-spiro[chromane-2,4′-piperidine]-6-yl}-acrylic acid methyl ester hydrochloride (150 mg, 0.44 mmol, Intermediate 1) in DCM (7 ml) was treated with TEA (0.49 ml, 3.52 mmol) and 2-(chloromethyl)pyridine hydrochloride (145 mg, 0.89 mmol), and stirred at RT for 48 h. Catalytic amount of KI was added and the reaction was stirred at RT overnight. The mixture was then washed with water and brine, dried and concentrated. The crude residue was purified by column chromatography ... The reactants are NC=1N(C(C(N1)(C1=CC(=CC=C1)Br)C=1C=C(N(C1)CCCF)C=O)=O)C (4-{2-amino-1-methyl-5-oxo-4-(3-bromophenyl)-4,5-dihydro-1H-imidazol-4-yl}-1-(3-fluoropropyl)-1H-pyrrole-2-carbaldehyde), C1(=CC=CC=C1)C#CB(O)O (phenylethyneboronic acid). Product: NC=1N(C(C(N1)(C1=CC(=CC=C1)C#CC1=CC=CC=C1)C=1C=C(N(C1)CCCF)C=O)=O)C (4-{2-Amino-1-methyl-5-oxo-4-[3-(phenylethynyl)phenyl]-4,5-dihydro-1H-imidazol-4-yl}-1-(3-fluoropropyl)-1H-pyrrole-2-carbaldehyde). As a reaction SMILES: [NH2:1][C:2]1[N:3]([CH3:26])[C:4](=[O:25])[C:5]([C:14]2[CH:15]=[C:16]([CH:23]=[O:24])[N:17]([CH2:19][CH2:20][CH2:21][F:22])[CH:18]=2)([C:7]2[CH:12]=[CH:11][CH:10]=[C:9](Br)[CH:8]=2)[N:6]=1.[C:27]1([C:33]#[C:34]B(O)O)[CH:32]=[CH:31][CH:30]=[CH:29][CH:28]=1>>[NH2:1][C:2]1[N:3]([CH3:26])[C:4](=[O:25])[C:5]([C:14]2[CH:15]=[C:16]([CH:23]=[O:24])[N:17]([CH2:19][CH2:20][CH2:21][F:22])[CH:18]=2)([C:7]2[CH:12]=[CH:11][CH:10]=[C:9]([C:34]#[C:33][C:27]3[CH:32]=[CH:31][CH:30]=[CH:29][CH:28]=3)[CH:8]=2)[N:6]=1. Procedure: Using essentially the same procedure described in Example 200 and employing 4-{2-amino-1-methyl-5-oxo-4-(3-bromophenyl)-4,5-dihydro-1H-imidazol-4-yl}-1-(3-fluoropropyl)-1H-pyrrole-2-carbaldehyde and phenylethyneboronic acid, the title compound was obtained as a white solid, mp 85-90° C., identified by NMR and mass spectral analyses.